This data is from the Open Reaction Database (ORD), a public repository of structured organic reaction records. The task is: describe an organic reaction: reactants, conditions, products, and yield The reactants are Cl (hydrochloric acid), C(CCCCCCCCCCCCC)C=1C=C(C=CC1)O (3-tetradecylphenol), C(C)(=O)[O-] (acetate), [Cl-].[Al+3].[Cl-].[Cl-] (aluminum chloride). Run in CCOCC (ether). Yields the product OC1=C(C=CC(=C1)CCCCCCCCCCCCCC)C(C)=O (1-(2-Hydroxy-4-tetradecylphenyl)ethanone). Reaction SMILES: [CH2:1]([C:15]1[CH:16]=[C:17]([OH:21])[CH:18]=[CH:19][CH:20]=1)[CH2:2][CH2:3][CH2:4][CH2:5][CH2:6][CH2:7][CH2:8][CH2:9][CH2:10][CH2:11][CH2:12][CH2:13][CH3:14].[C:22]([O-])(=[O:24])[CH3:23].[Cl-].[Al+3].[Cl-].[Cl-].Cl>CCOCC>[OH:21][C:17]1[CH:16]=[C:15]([CH2:1][CH2:2][CH2:3][CH2:4][CH2:5][CH2:6][CH2:7][CH2:8][CH2:9][CH2:10][CH2:11][CH2:12][CH2:13][CH3:14])[CH:20]=[CH:19][C:18]=1[C:22](=[O:24])[CH3:23] |f:2.3.4.5|. Reported procedure: A 20 g portion of 3-tetradecylphenol, acetate was heated at 110° C. and 8.4 g of aluminum chloride was added in portions over a 3 hour period. The mixture was allowed to cool, then diluted with ether, poured onto ice containing 10 ml of concentrated hydrochloric acid and extracted several times with ether. The ether extracts were combined, washed with water, brine and dried. The crude material was chromatographed on silica gel, eluting with hexane:ethyl acetate (50:1), giving 15.8 g of the desir... The reactants are ClC1=C(C2=C(CCN(CC2)C(C(F)(F)F)=O)C=C1)OS(=O)(=O)C(F)(F)F (7-chloro-3-(2,2,2-trifluoroacetyl)-6-trifluoromethanesulfonyloxy-2,3,4,5-tetrahydro-1H-benzo[d]azepine), C([O-])([O-])=O.[Cs+].[Cs+] (cesium carbonate), NC(C)C=1SC(=CC1)C ((±)-2-(1-aminoethyl)-5-methylthiophene), C=1C=CC(=CC1)P(C=2C=CC=CC2)C3=CC=C4C=CC=CC4=C3C5=C6C=CC=CC6=CC=C5P(C=7C=CC=CC7)C=8C=CC=CC8 (BINAP). The reagents and catalysts are C(C)(=O)[O-].[Pd+2].C(C)(=O)[O-] (palladium(II) acetate). The solvent is C1(=CC=CC=C1)C (toluene). Yields the product ClC1=C(C2=C(CCN(CC2)C(C(F)(F)F)=O)C=C1)NC(C)C=1SC(=CC1)C ((±)-7-chloro-6-[1-(5-methylthiophen-2-yl)ethylamino]-3-(2,2,2-trifluoroacetyl)-2,3,4,5-tetrahydro-1H-benzo[d]azepine). The yield is 49.7%. Reaction SMILES: [Cl:1][C:2]1[CH:18]=[CH:17][C:5]2[CH2:6][CH2:7][N:8]([C:11](=[O:16])[C:12]([F:15])([F:14])[F:13])[CH2:9][CH2:10][C:4]=2[C:3]=1OS(C(F)(F)F)(=O)=O.[NH2:27][CH:28]([C:30]1[S:31][C:32]([CH3:35])=[CH:33][CH:34]=1)[CH3:29].C1C=CC(P(C2C(C3C(P(C4C=CC=CC=4)C4C=CC=CC=4)=CC=C4C=3C=CC=C4)=C3C(C=CC=C3)=CC=2)C2C=CC=CC=2)=CC=1.C(=O)([O-])[O-].[Cs+].[Cs+]>C1(C)C=CC=CC=1.C([O-])(=O)C.[Pd+2].C([O-])(=O)C>[Cl:1][C:2]1[CH:18]=[CH:17][C:5]2[CH2:6][CH2:7][N:8]([C:11](=[O:16])[C:12]([F:15])([F:13])[F:14])[CH2:9][CH2:10][C:4]=2[C:3]=1[NH:27][CH:28]([C:30]1[S:31][C:32]([CH3:35])=[CH:33][CH:34]=1)[CH3:29] |f:3.4.5,7.8.9|. Procedure details: Use a method similar to the General Procedure 5-1 to couple 7-chloro-3-(2,2,2-trifluoroacetyl)-6-trifluoromethanesulfonyloxy-2,3,4,5-tetrahydro-1H-benzo[d]azepine (96 mg, 0.227 mmol) with (±)-2-(1-aminoethyl)-5-methylthiophene (48 mg, 0.34 mmol) using palladium(II) acetate (10 mg, 0.0454 mmol), BINAP (60 mg, 0.0908 mmol) and cesium carbonate (148 mg, 0.454 mmol) in toluene (10 mL). Purify by chromatography on silica gel eluting with hexane/EtOAc (1:0, 19:1) to give (±)-7-chloro-6-[1-(5-methylthi...